From a dataset of the Open Reaction Database (ORD), a public repository of structured organic reaction records. describe an organic reaction: reactants, conditions, products, and yield Starting materials: Cl.C1(=CC=C2C=CC3=CC=CC4=CC=C1C2=C34)CN[C@](CO)([C@H](C)O)C ((+-)(2R*,3S*)-2-((1-Pyrenylmethyl)amino)-2-methyl-1,3-butanediol hydrochloride), 1B, CS(=O)(=O)OCC(COC)(NCC1=CC=C2C=CC3=CC=CC4=CC=C1C2=C34)C (3-methoxy-2-methyl-2-((1-pyrenylmethyl)amino)-1-propanol methanesulfonate), C1(=CC=C2C=CC3=CC=CC4=CC=C1C2=C34)C=O (pyrene-1-carbaldehyde), NC(CO)(COC)C (2-Amino-3-methoxy-2-methyl-1-propanol), 1/3H2O. The product is CS(=O)(=O)OCC(COC)(NCC=1C=C2C=CC3=CC=CC4=CC=C(C1)C2=C43)C (3-Methoxy-2-methyl-2-((7-pyrenylmethyl)amino)-1-propanol methanesulfonate). As a reaction SMILES: Cl.[C:2]1(CN[C@@](C)([C@@H](O)C)CO)[C:15]2[C:16]3=[C:17]4[C:12](=[CH:13][CH:14]=2)[CH:11]=[CH:10][CH:9]=[C:8]4[CH:7]=[CH:6][C:5]3=[CH:4][CH:3]=1.C1(C=O)C2C3=C4C(=CC=2)C=CC=C4C=CC3=CC=1.NC(C)(COC)CO.[CH3:53][S:54]([O:57][CH2:58][C:59]([CH3:81])([NH:63][CH2:64]C1C2C3=C4C(=CC=2)C=CC=C4C=CC3=CC=1)[CH2:60][O:61][CH3:62])(=[O:56])=[O:55]>>[CH3:53][S:54]([O:57][CH2:58][C:59]([CH3:81])([NH:63][CH2:64][C:3]1[CH:4]=[C:5]2[C:16]3=[C:17]4[C:8](=[CH:9][CH:10]=[CH:11][C:12]4=[CH:13][CH:14]=[C:15]3[CH:2]=1)[CH:7]=[CH:6]2)[CH2:60][O:61][CH3:62])(=[O:56])=[O:55] |f:0.1|. Procedure: Using the reductive amination procedure outlined in 20G, pyrene-1-carbaldehyde (Aldrich) and 2-amino-3-methoxy-2-methyl-1-propanol (22C) gave after workup using the procedure outlined in 1B 3-methoxy-2-methyl-2-((1-pyrenylmethyl)amino)-1-propanol methanesulfonate.1/3H2O mp 158°-160°, (EtOH/Et2O), (C, H, N, S).